Dataset: the Open Reaction Database (ORD), a public repository of structured organic reaction records. Task: describe an organic reaction: reactants, conditions, products, and yield The reactants are C1(=CC=CC=C1)C=1C=NC=CC1 (3-phenylpyridine), C(CCCCCCCCCCC)O (dodecanol), C(CCCCCCCCCCC)O (dodecanol), O (water). Reagents/catalysts: [Ni] (Raney Nickel). The product is C1(=CC=CC=C1)C=1C=CC(=NC1)C (5-Phenyl-2-picoline). Reaction SMILES: [C:1]1([C:7]2[CH:8]=[N:9][CH:10]=[CH:11][CH:12]=2)[CH:6]=[CH:5][CH:4]=[CH:3][CH:2]=1.O.[CH2:14](O)CCCCCCCCCCC>[Ni]>[C:1]1([C:7]2[CH:12]=[CH:11][C:10]([CH3:14])=[N:9][CH:8]=2)[CH:2]=[CH:3][CH:4]=[CH:5][CH:6]=1. Procedure: A suspension of 100 g of wet Raney Nickel in 1.5 L of dodecanol in a three-neck round bottom flask equipped with a Dean Stark apparatus was heated until the temperature reached 130° C., then 3-phenylpyridine (Aldrich) was added and the reaction was heated at 190°-200° C., for 6 hours. During the reaction, water was constantly eliminated. When the reaction was over, half of the dodecanol was removed by distillation. After cooling the reaction mixture to r.t., 200 mL of H2O and 400 mL of hexane we... Reactants: OC1=CC2=C(N=C(S2)S(=O)(=O)N)C=C1 (6-hydroxy-2-benzothiazolesulfonamide), CN(C(=O)Cl)C (dimethylcarbamoyl chloride), ice water, Cl (hydrochloric acid), CN(C(=O)Cl)C (dimethylcarbamoyl chloride). The reagents and catalysts are CN(C1=CC=NC=C1)C (4-dimethylaminopyridine). Solvent: N1=CC=CC=C1 (pyridine). Reaction conditions: time 18 hour. Yields the product CN(C(OC1=CC2=C(N=C(S2)S(N)(=O)=O)C=C1)=O)C ((2-sulfamoyl-6-benzothiazolyl) N,N-dimethylcarbamate). The yield is 76325.2%. Reaction SMILES: [OH:1][C:2]1[CH:14]=[CH:13][C:5]2[N:6]=[C:7]([S:9]([NH2:12])(=[O:11])=[O:10])[S:8][C:4]=2[CH:3]=1.[CH3:15][N:16]([CH3:20])[C:17](Cl)=[O:18].Cl>CN(C)C1C=CN=CC=1.N1C=CC=CC=1>[CH3:15][N:16]([CH3:20])[C:17](=[O:18])[O:1][C:2]1[CH:14]=[CH:13][C:5]2[N:6]=[C:7]([S:9](=[O:11])(=[O:10])[NH2:12])[S:8][C:4]=2[CH:3]=1. Procedure details: To a stirred solution of 6-hydroxy-2-benzothiazolesulfonamide (2.3 g, 0.01 mole) and 4-dimethylaminopyridine (200 mg) in pyridine (25 ml) was added dimethylcarbamoyl chloride (0.95 ml, 0.01 mmole). After stirring for 18 hours additional dimethylcarbamoyl chloride (1.5 ml) was added and stirring was continued for 18 hours. The reaction mixture was poured into ice water and excess hydrochloric acid to give 2.3 g of (2-sulfamoyl-6-benzothiazolyl) N,N-dimethylcarbamate which melts at 208°-209° C. af... Reactants: C1=CC=CC=2C3=CC=CC=C3C(C12)=NN (9-fluorenone hydrazone), CN(C(=N)N(C)C)C (1,1,3,3-tetramethylguanidine), II (iodine), C(C)(=O)OO (peracetic acid). Solvent: ClCCCl (1,2-dichloroethane). Conditions: time 15 minute. Product: [N+](=[N-])=C1C2=CC=CC=C2C=2C=CC=CC12 (9-Diazofluorene). Reaction SMILES: [CH:1]1[C:13]2[C:12](=[N:14][NH2:15])[C:11]3[C:6](=[CH:7][CH:8]=[CH:9][CH:10]=3)[C:5]=2[CH:4]=[CH:3][CH:2]=1.CN(C)C(N(C)C)=N.II.C(OO)(=O)C>ClCCCl>[N+:14](=[C:12]1[C:13]2[CH:1]=[CH:2][CH:3]=[CH:4][C:5]=2[C:6]2[C:11]1=[CH:10][CH:9]=[CH:8][CH:7]=2)=[N-:15]. Procedure: To 9-fluorenone hydrazone (9.7 g, 0.05 moles) in 1,2-dichloroethane (50 ml) together with 1,1,3,3-tetramethylguanidine (26.4 ml) and iodine (2 ml, 1% w/v solution) was added peracetic acid solution (11.4 ml, 1.27 × 0.05 moles) over 25 minutes at 10° - 15°. The orange solution was stirred for 15 minutes at 15°, washed with water (5 × 250 ml) and made up to 250 ml in a volumetric flask. An aliquot (50 ml) treated with excess acetic acid yielded 193 ml gas corrected to NTP which corresponded to a 8... The reactants are [N+](=O)([O-])C1=CC=C(C=C1)C1(CC1)C#N (1-(4-nitro-phenyl)-cyclopropanecarbonitrile), CCOC(=O)C (EtOAc). Reagents/catalysts: [Pd] (Pd—C). Solvent: CCO (EtOH). Reaction conditions: time 8 hour. The product is NC1=CC=C(C=C1)C1(CC1)C#N (1-(4-Amino-phenyl)-cyclopropanecarbonitrile). Isolated yield 23.0%. Reaction SMILES: [N+:1]([C:4]1[CH:9]=[CH:8][C:7]([C:10]2([C:13]#[N:14])[CH2:12][CH2:11]2)=[CH:6][CH:5]=1)([O-])=O.CCOC(C)=O>CCO.[Pd]>[NH2:1][C:4]1[CH:5]=[CH:6][C:7]([C:10]2([C:13]#[N:14])[CH2:11][CH2:12]2)=[CH:8][CH:9]=1. Procedure: To a solution of 1-(4-nitro-phenyl)-cyclopropanecarbonitrile (500 mg, 2.65 mmol, Journal of the American Chemical Society, 71, 2031-5; 1949) in 7 mL of EtOH-2.5 mL of EtOAc was added 350 mg 5% Pd—C. The mixture was stirred under 1 atm of H2 overnight. The reaction was filtered, concentrated in vacuo and then purified using preparative thin layer chromatography (CHCl3) to afford the title compound as an oil (96 mg, 23%). Mass spectrum (ESI, m/z): Cald. C10H10N2, 159.0. found 159.2. The reactants are C(=O)(OC(C)(C)C)N[C@@H]([C@@H](C)CC)C(=O)O (N-BOC-L-isoleucine), N1CCOCC1 (morpholine), [N+](=O)([O-])C=1C=C(C=CC1)CC(=O)N[C@@H](C)C(=O)O (N-(3-nitrophenylacetyl)-L-alanine), Example D 1, N[C@@H]([C@@H](C)CC)C(=O)N1CCOCC1 (4-(L-isoleucinyl)morpholine). Run in C(Cl)(Cl)Cl.CO (CHCl3 MeOH). Yields the product [N+](=O)([O-])C=1C=C(C=CC1)CC(=O)N[C@@H](C)C(=O)N[C@@H]([C@@H](C)CC)C(=O)N1CCOCC1 (4-[N-[N-(3-Nitrophenylacetyl)-L-alaninyl]-L-isoleucinyl]morpholine). RXN SMILES: [N+:1]([C:4]1[CH:5]=[C:6]([CH2:10][C:11]([NH:13][C@H:14]([C:16]([OH:18])=O)[CH3:15])=[O:12])[CH:7]=[CH:8][CH:9]=1)([O-:3])=[O:2].[NH2:19][C@H:20]([C:25]([N:27]1[CH2:32][CH2:31][O:30][CH2:29][CH2:28]1)=[O:26])[C@H:21]([CH2:23][CH3:24])[CH3:22].C(N[C@H](C(O)=O)[C@H](CC)C)(OC(C)(C)C)=O.N1CCOCC1>C(Cl)(Cl)Cl.CO>[N+:1]([C:4]1[CH:5]=[C:6]([CH2:10][C:11]([NH:13][C@H:14]([C:16]([NH:19][C@H:20]([C:25]([N:27]2[CH2:28][CH2:29][O:30][CH2:31][CH2:32]2)=[O:26])[C@H:21]([CH2:23][CH3:24])[CH3:22])=[O:18])[CH3:15])=[O:12])[CH:7]=[CH:8][CH:9]=1)([O-:3])=[O:2] |f:4.5|. Reported procedure: Following General Procedure C and using N-(3-nitrophenylacetyl)-L-alanine (from Example D 1 above) and 4-(L-isoleucinyl)morpholine (prepared from N-BOC-L-isoleucine (Aldrich) and morpholine (Aldrich) using General Procedure M, followed by removal of the BOC-group using General Procedure P), the title compound was prepared as a solid (mp=156-160° C.). The reaction was monitored by tlc (Rf=0.45 in 9:1 CHCl3/MeOH) and the product was purified by silica gel chromatography using 98:2 CHCl3/MeOH as th... Starting materials: ClC(=O)OC1CCCC1 (Cyclopentyl chloroformate), NC=1C=C2C(=CNC2=CC1)CC1=C(C=C(C(=O)OC)C=C1)OC (methyl 4-(5-aminoindol-3-ylmethyl)-3-methoxybenzoate), CN1CCOCC1 (N-methylmorpholine). The solvent is ClCCl (dichloromethane). Reaction conditions: time 30 minute. Yields the product C1(CCCC1)OC(=O)NC=1C=C2C(=CNC2=CC1)CC1=C(C=C(C(=O)OC)C=C1)OC (Methyl 4-[5-(cyclopentyloxycarbonyl)aminoindol-3-ylmethyl]-3-methoxybenzoate). Isolated yield 89.0%. Reaction SMILES: Cl[C:2]([O:4][CH:5]1[CH2:9][CH2:8][CH2:7][CH2:6]1)=[O:3].[NH2:10][C:11]1[CH:12]=[C:13]2[C:17](=[CH:18][CH:19]=1)[NH:16][CH:15]=[C:14]2[CH2:20][C:21]1[CH:30]=[CH:29][C:24]([C:25]([O:27][CH3:28])=[O:26])=[CH:23][C:22]=1[O:31][CH3:32].CN1CCOCC1>ClCCl>[CH:5]1([O:4][C:2]([NH:10][C:11]2[CH:12]=[C:13]3[C:17](=[CH:18][CH:19]=2)[NH:16][CH:15]=[C:14]3[CH2:20][C:21]2[CH:30]=[CH:29][C:24]([C:25]([O:27][CH3:28])=[O:26])=[CH:23][C:22]=2[O:31][CH3:32])=[O:3])[CH2:9][CH2:8][CH2:7][CH2:6]1. Procedure details: Cyclopentyl chloroformate was added to a stirred solution of the amino ester (A) (0.15 g.) and N-methylmorpholine (0.27 g.) in dichloromethane (3 ml.) at 0°-5° C., under an atmosphere of nitrogen. The mixture was stirred for 30 minutes at 0°-5° C., the cooling bath removed, and stirring continued for 1 hour. The mixture was then poured into 1M hydrochloric acid (15 ml.), and extracted with ethyl acetate. The combined extracts were dried (MgSO4) and evaporated. The residual oil was purified by fl...